From a dataset of the Open Reaction Database (ORD), a public repository of structured organic reaction records. describe an organic reaction: reactants, conditions, products, and yield Reactants: Cc1c(-c2ccc(F)cc2)nnc(N2CCN(Cc3ccccc3)CC2C)c1C, CCO. The product is Cc1c(-c2ccc(F)cc2)nnc(N2CCNCC2C)c1C. RXN SMILES: [CH2:1]([c:2]1[cH:3][cH:4][cH:5][cH:6][cH:7]1)[N:8]1[CH2:9][CH:10]([CH3:29])[N:11]([c:14]2[n:15][n:16][c:17](-[c:22]3[cH:23][cH:24][c:25]([F:28])[cH:26][cH:27]3)[c:18]([CH3:21])[c:19]2[CH3:20])[CH2:12][CH2:13]1.[CH3:30][CH2:31][OH:32]>>[NH:8]1[CH2:9][CH:10]([CH3:29])[N:11]([c:14]2[n:15][n:16][c:17](-[c:22]3[cH:23][cH:24][c:25]([F:28])[cH:26][cH:27]3)[c:18]([CH3:21])[c:19]2[CH3:20])[CH2:12][CH2:13]1.